From a dataset of the Open Reaction Database (ORD), a public repository of structured organic reaction records. describe an organic reaction: reactants, conditions, products, and yield Reactants: CC(=O)N1CCC(N)CC1, C1CCOC1, CC(C)c1nc(-c2ccc(F)c(NS(=O)(=O)c3cc(F)ccc3F)c2)c(-c2ccnc(Cl)n2)s1. Product: CC(=O)N1CCC(Nc2nccc(-c3sc(C(C)C)nc3-c3ccc(F)c(NS(=O)(=O)c4cc(F)ccc4F)c3)n2)CC1. RXN SMILES: [C:35]([CH3:36])(=[O:37])[N:38]1[CH2:39][CH2:40][CH:41]([NH2:44])[CH2:42][CH2:43]1.[CH2:45]1[O:46][CH2:47][CH2:48][CH2:49]1.[Cl:1][c:2]1[n:3][cH:4][cH:5][c:6](-[c:8]2[c:9](-[c:16]3[cH:17][cH:18][c:19]([F:34])[c:20]([NH:22][S:23](=[O:24])(=[O:25])[c:26]4[c:27]([F:33])[cH:28][cH:29][c:30]([F:32])[cH:31]4)[cH:21]3)[n:10][c:11]([CH:13]([CH3:14])[CH3:15])[s:12]2)[n:7]1>>[c:2]1([NH:44][CH:41]2[CH2:40][CH2:39][N:38]([C:35]([CH3:36])=[O:37])[CH2:43][CH2:42]2)[n:3][cH:4][cH:5][c:6](-[c:8]2[c:9](-[c:16]3[cH:17][cH:18][c:19]([F:34])[c:20]([NH:22][S:23](=[O:24])(=[O:25])[c:26]4[c:27]([F:33])[cH:28][cH:29][c:30]([F:32])[cH:31]4)[cH:21]3)[n:10][c:11]([CH:13]([CH3:14])[CH3:15])[s:12]2)[n:7]1.